This data is from the Open Reaction Database (ORD), a public repository of structured organic reaction records. The task is: describe an organic reaction: reactants, conditions, products, and yield The reactants are COC1=NC=CC(=C1)CCO (2-(2-methoxypyridin-4-yl)ethanol), C(Br)(Br)(Br)Br (CBr4), C1(=CC=CC=C1)P(C1=CC=CC=C1)C1=CC=CC=C1 (triphenylphosphine). The solvent is C1(=CC=CC=C1)C (toluene). Run at time 64 hour. Product: BrCCC1=CC(=NC=C1)OC (4-(2-Bromo-ethyl)-2-methoxy-pyridine). As a reaction SMILES: [CH3:1][O:2][C:3]1[CH:8]=[C:7]([CH2:9][CH2:10]O)[CH:6]=[CH:5][N:4]=1.C(Br)(Br)(Br)[Br:13].C1(P(C2C=CC=CC=2)C2C=CC=CC=2)C=CC=CC=1>C1(C)C=CC=CC=1>[Br:13][CH2:10][CH2:9][C:7]1[CH:6]=[CH:5][N:4]=[C:3]([O:2][CH3:1])[CH:8]=1. Reported procedure: A mixture of 2-(2-methoxypyridin-4-yl)ethanol (commercially available) (700 mg, 4.57 mmol,), CBr4 (2.27 g, 6.85 mmol) and triphenylphosphine (1.8 g, 6.85 mmol) in 75 mL toluene was stirred at RT for 64 h. The mixture was filtered over a silica-plug and washed with toluene. The filtrate concentrated under vacuum to yield the crude product. The residue was purified by column chromatography on silica eluting with a gradient formed from heptane and EtOAc to yield, after evaporation of the product co...